This data is from the Open Reaction Database (ORD), a public repository of structured organic reaction records. The task is: describe an organic reaction: reactants, conditions, products, and yield Reactants: CCN=C=NCCCN(C)C.Cl (EDC.HCl), BrC1=CC=C(C=C1)CC(=O)O ((4-Bromo-phenyl)-acetic acid), ON1N=NC2=C1C=CC=C2 (1-Hydroxylbenzotriazole), C(C)(C)(C)OC(=O)N1CCC(CC1)N (4-amino-piperidine-1-carboxylic acid tert-butyl ester), CN1CCOCC1 (N-methylmorpholine). The solvent is C(Cl)Cl (DCM), CN(C)C=O (DMF), CO (MeOH), CN(C)C=O (DMF), C(Cl)Cl (DCM). Conditions: time 1 hour. Product: C(C)(C)(C)OC(=O)N1CCC(CC1)NC(CC1=CC=C(C=C1)Br)=O (4-[2-(4-Bromo-phenyl)acetylamino]-piperidine-1-carboxylic acid tert-butyl ester). The yield is 96.9%. RXN SMILES: [Br:1][C:2]1[CH:7]=[CH:6][C:5]([CH2:8][C:9]([OH:11])=O)=[CH:4][CH:3]=1.[C:12]([O:16][C:17]([N:19]1[CH2:24][CH2:23][CH:22]([NH2:25])[CH2:21][CH2:20]1)=[O:18])([CH3:15])([CH3:14])[CH3:13].CN1CCOCC1.ON1C2C=CC=CC=2N=N1.CCN=C=NCCCN(C)C.Cl>C(Cl)Cl.CO.CN(C=O)C>[C:12]([O:16][C:17]([N:19]1[CH2:24][CH2:23][CH:22]([NH:25][C:9](=[O:11])[CH2:8][C:5]2[CH:4]=[CH:3][C:2]([Br:1])=[CH:7][CH:6]=2)[CH2:21][CH2:20]1)=[O:18])([CH3:15])([CH3:13])[CH3:14] |f:4.5|. Procedure: (4-Bromo-phenyl)-acetic acid (2.84 g, 13.2 mmol, 1.1 equiv.) was dissolved in DCM (60 mL) and DMF (15 mL) to form a suspension and was cooled to an ice-water bath. To this was added 4-amino-piperidine-1-carboxylic acid tert-butyl ester (2.4 g, 12 mmol, 1.0 equiv.), followed by N-methylmorpholine (4 mL, 3.68 g, 3 equiv.), 1-Hydroxylbenzotriazole (HOBT) (22.12 g, 15.7 mmol, 1.3 equiv.), sequentially. It was still a suspension. More DMF (10 mL) was added but did not dissolve. EDC.HCl (3.13 g, 16.3 ... Procedure: Add 6.0 g (0.03 moles) 4-chloro-3-nitrobenzamide to 60 ml 2-aminoethanol and stir at ambient temperature. When TLC (silica support; 9:1 CHCL3 :MeOH eluent) shows no starting material, ca. 3 hrs., pour onto ice. Filter, wash (3×15 ml) with cold H2O, and recrystallize from MeOH/IPA. Yield is 4.5 g (66%) of orange crystals. The product is OCCNC1=C(C=C(C(=O)N)C=C1)[N+](=O)[O-] (4-(2-HYDROXYETHYLAMINO)-3-NITROBENZAMIDE). RXN SMILES: Cl[C:2]1[CH:10]=[CH:9][C:5]([C:6]([NH2:8])=[O:7])=[CH:4][C:3]=1[N+:11]([O-:13])=[O:12].[NH2:14][CH2:15][CH2:16][OH:17]>CO>[OH:17][CH2:16][CH2:15][NH:14][C:2]1[CH:10]=[CH:9][C:5]([C:6]([NH2:8])=[O:7])=[CH:4][C:3]=1[N+:11]([O-:13])=[O:12]. Reactants: ClC1=C(C=C(C(=O)N)C=C1)[N+](=O)[O-] (4-chloro-3-nitrobenzamide), NCCO (2-aminoethanol). The solvent is CO (MeOH). RXN SMILES: [CH2:1]([CH:2]([CH3:3])[CH3:4])[SH:5].[CH2:23]1[O:24][CH2:25][CH2:26][CH2:27]1.[Cl:8][c:9]1[n:10][c:11]([O:16][CH2:17][CH2:18][CH:19]([CH3:20])[CH3:21])[cH:12][c:13]([Cl:15])[n:14]1.[H-:7].[Na+:6].[OH2:22]>>[CH2:1]([CH:2]([CH3:3])[CH3:4])[S:5][c:9]1[n:10][c:11]([O:16][CH2:17][CH2:18][CH:19]([CH3:20])[CH3:21])[cH:12][c:13]([Cl:15])[n:14]1. Yields the product CC(C)CCOc1cc(Cl)nc(SCC(C)C)n1. Reactants: CC(C)CS, C1CCOC1, CC(C)CCOc1cc(Cl)nc(Cl)n1, [H-], [Na+], O.